Dataset: the Open Reaction Database (ORD), a public repository of structured organic reaction records. Task: describe an organic reaction: reactants, conditions, products, and yield Starting materials: S(=O)(=O)(C)OC1CN(C1)C(C1=CC=CC=C1)C1=CC=CC=C1 (3-Mesyloxy-1-benzhydrylazetidine), C1(C=2C(C(N1)=O)=CC=CC2)=O.[K] (potassium phthalimide). The reagents and catalysts are [Br-].C(CCCCCCCCCCCCCCC)[P+](CCCC)(CCCC)CCCC (hexadecyl tributylphosphonium bromide). The solvent is C1(=CC=CC=C1)C (toluene). Conditions: time 8 hour. Product: NC1CN(C1)C(C1=CC=CC=C1)C1=CC=CC=C1 (3-Amino-1-benzhydrylazetidine). RXN SMILES: S(O[CH:6]1[CH2:9][N:8]([CH:10]([C:17]2[CH:22]=[CH:21][CH:20]=[CH:19][CH:18]=2)[C:11]2[CH:16]=[CH:15][CH:14]=[CH:13][CH:12]=2)[CH2:7]1)(C)(=O)=O.C1(=O)[NH:27]C(=O)C2=CC=CC=C12.[K]>[Br-].C([P+](CCCC)(CCCC)CCCC)CCCCCCCCCCCCCCC.C1(C)C=CC=CC=1>[NH2:27][CH:6]1[CH2:9][N:8]([CH:10]([C:17]2[CH:22]=[CH:21][CH:20]=[CH:19][CH:18]=2)[C:11]2[CH:16]=[CH:15][CH:14]=[CH:13][CH:12]=2)[CH2:7]1 |f:1.2,3.4,^1:33|. Procedure details: 3-Mesyloxy-1-benzhydrylazetidine (30.32 g, 95.5 mmol), potassium phthalimide (21.59 g, 116.53 mmol) and hexadecyl tributylphosphonium bromide (5.92 g, 11.7 mmol) were added to toluene (600 mL) and the mixture stirred at room temperature overnight. The reaction was then heated at reflux for 3 h. The solid was removed by filtration, washed with EtOAc and the combined organics then washed with H2O. After drying over Na2SO4, the organics were treated with charcoal and then concentrated to an oil. Ad... Reactants: CCOC(C)=O, CCO, ClCCl, O=[N+]([O-])c1ccc2[nH]nc(I)c2c1, N, O=S(=O)([O-])[O-], O. Product: Nc1ccc2[nH]nc(I)c2c1. Reaction SMILES: [C:26]([O:27][CH2:28][CH3:29])(=[O:30])[CH3:31].[CH3:14][CH2:15][OH:16].[Cl:23][CH2:24][Cl:25].[I:1][c:2]1[n:3][nH:4][c:5]2[cH:6][cH:7][c:8]([N+:11]([O-:12])=[O:13])[cH:9][c:10]12.[NH3:22].[O-:17][S:18](=[O:19])(=[O:20])[O-:21].[OH2:32]>>[I:1][c:2]1[n:3][nH:4][c:5]2[cH:6][cH:7][c:8]([NH2:11])[cH:9][c:10]12. The reactants are C[O-], CO, Nc1nc(Cl)ccc1[N+](=O)[O-], [Na+], O. Yields the product COc1ccc([N+](=O)[O-])c(N)n1. Reaction SMILES: [CH3:1][O-:2].[CH3:4][OH:5].[NH2:6][c:7]1[n:8][c:9]([Cl:16])[cH:10][cH:11][c:12]1[N+:13](=[O:14])[O-:15].[Na+:3].[OH2:17]>>[CH3:1][O:2][c:9]1[n:8][c:7]([NH2:6])[c:12]([N+:13](=[O:14])[O-:15])[cH:11][cH:10]1. Procedure: A mixture of (RS)-N-(4-cyano-benzyl)-2-ethoxy-malonamic acid ethyl ester (1.97 g) and LiOH (285 mg) in MeOH (14 ml), H2O (7 ml) and THF (14 ml) was stirred 3 h at 60° C. The solvents were evaporated, EtOAc was added and it was washed with HCl 0.1 N, water and brine. The aqueous phases were extracted again with more EtOAc. The combined organic phases were dried (MgSO4) and the solvent was removed to yield (RS)-N-(4-cyano-benzyl)-2-ethoxy-malonamic acid, 1.53 g (86%); of white solid. MS 260.2 (100... As a reaction SMILES: C([O:3][C:4](=[O:21])[CH:5]([O:18][CH2:19][CH3:20])[C:6]([NH:8][CH2:9][C:10]1[CH:15]=[CH:14][C:13]([C:16]#[N:17])=[CH:12][CH:11]=1)=[O:7])C.[Li+].[OH-]>CO.O.C1COCC1>[C:16]([C:13]1[CH:12]=[CH:11][C:10]([CH2:9][NH:8][C:6](=[O:7])[CH:5]([O:18][CH2:19][CH3:20])[C:4]([OH:21])=[O:3])=[CH:15][CH:14]=1)#[N:17] |f:1.2|. Conditions: temperature 60 celsius, time 3 hour. Product: C(#N)C1=CC=C(CNC(C(C(=O)O)OCC)=O)C=C1 ((RS)-N-(4-cyano-benzyl)-2-ethoxy-malonamic acid). Run in CO (MeOH), O (H2O), C1CCOC1 (THF). Reactants: C(C)OC(C(C(=O)NCC1=CC=C(C=C1)C#N)OCC)=O ((RS)-N-(4-cyano-benzyl)-2-ethoxy-malonamic acid ethyl ester), [Li+].[OH-] (LiOH). The product is Cn1nccc1-c1cc(N)ccc1OCCN1CCCCC1. Starting materials: CC(=O)Nc1ccc(OCCN2CCCCC2)c(-c2ccnn2C)c1, CCO, [Na+], [OH-]. As a reaction SMILES: [CH3:1][n:2]1[n:3][cH:4][cH:5][c:6]1-[c:7]1[cH:8][c:9]([NH:22][C:23](=[O:24])[CH3:25])[cH:10][cH:11][c:12]1[O:13][CH2:14][CH2:15][N:16]1[CH2:17][CH2:18][CH2:19][CH2:20][CH2:21]1.[CH3:28][CH2:29][OH:30].[Na+:27].[OH-:26]>>[CH3:1][n:2]1[n:3][cH:4][cH:5][c:6]1-[c:7]1[cH:8][c:9]([NH2:22])[cH:10][cH:11][c:12]1[O:13][CH2:14][CH2:15][N:16]1[CH2:17][CH2:18][CH2:19][CH2:20][CH2:21]1. Starting materials: C1CC(=O)N(C1=O)Br (NBS), AlBN, ClC1=CC2=C(C(=N1)C)C(=NN2C(C2=CC=CC=C2)(C2=CC=CC=C2)C2=CC=CC=C2)OC (6-Chloro-3-methoxy-4-methyl-1-trityl-1H-pyrazolo[4,3-c]pyridine). Solvent: C(Cl)Cl (DCM), C(Cl)(Cl)(Cl)Cl (CCl4). Run at temperature 70 celsius. Yields the product BrCC1=NC(=CC2=C1C(=NN2C(C2=CC=CC=C2)(C2=CC=CC=C2)C2=CC=CC=C2)OC)Cl (4-(bromomethyl)-6-chloro-3-methoxy-1-trityl-1H-pyrazolo[4,3-c]pyridine). RXN SMILES: [Cl:1][C:2]1[N:7]=[C:6]([CH3:8])[C:5]2[C:9]([O:31][CH3:32])=[N:10][N:11]([C:12]([C:25]3[CH:30]=[CH:29][CH:28]=[CH:27][CH:26]=3)([C:19]3[CH:24]=[CH:23][CH:22]=[CH:21][CH:20]=3)[C:13]3[CH:18]=[CH:17][CH:16]=[CH:15][CH:14]=3)[C:4]=2[CH:3]=1.C1C(=O)N([Br:40])C(=O)C1>C(Cl)(Cl)(Cl)Cl.C(Cl)Cl>[Br:40][CH2:8][C:6]1[C:5]2[C:9]([O:31][CH3:32])=[N:10][N:11]([C:12]([C:13]3[CH:18]=[CH:17][CH:16]=[CH:15][CH:14]=3)([C:19]3[CH:20]=[CH:21][CH:22]=[CH:23][CH:24]=3)[C:25]3[CH:26]=[CH:27][CH:28]=[CH:29][CH:30]=3)[C:4]=2[CH:3]=[C:2]([Cl:1])[N:7]=1. Reported procedure: 6-Chloro-3-methoxy-4-methyl-1-trityl-1H-pyrazolo[4,3-c]pyridine (1.5 g, 3.41 mmol) was dissolved in CCl4 (10 mL), charged with NBS (637 mg, 3.58 mmol) and AlBN (56.0 mg, 0.341 mmol), and heated to 70° C. overnight. The reaction was diluted with DCM (10 mL) and purified by flash chromatography (5-25% EtOAc/hexanes) to give 4-(bromomethyl)-6-chloro-3-methoxy-1-trityl-1H-pyrazolo[4,3-c]pyridine. MS ESI calc'd. for C27H21BrClN3O [M+1]+519. found 519. The reactants are FC1=C(C=CC=C1)C(C(=O)O)NC(=O)OC ((2-Fluoro-phenyl)-methoxycarbonylamino-acetic acid), NC(C(=O)O)C1=C(C=CC=C1)C (Amino-o-tolyl-acetic acid). The product is COC(=O)NC(C(=O)O)C1=C(C=CC=C1)C (Methoxycarbonylamino-o-tolyl-acetic acid). Reaction SMILES: F[C:2]1[CH:7]=[CH:6][CH:5]=[CH:4][C:3]=1[CH:8]([NH:12][C:13]([O:15][CH3:16])=[O:14])[C:9]([OH:11])=[O:10].N[CH:18](C1C=CC=CC=1C)C(O)=O>>[CH3:16][O:15][C:13]([NH:12][CH:8]([C:3]1[CH:4]=[CH:5][CH:6]=[CH:7][C:2]=1[CH3:18])[C:9]([OH:11])=[O:10])=[O:14]. Procedure: Methoxycarbonylamino-o-tolyl-acetic acid was prepared using the procedure used to prepare (2-Fluoro-phenyl)-methoxycarbonylamino-acetic acid using Amino-o-tolyl-acetic acid. LCMS-ESI+: calc'd for C11H13NO4: 223.08 (M+); Found: 223.94 (M+H+). Starting materials: F[B-](F)(F)F, CNC(CN1CCCC1)C(C)OC(C)(C)C, CCN(C(C)C)C(C)C, ClCCl, Cc1cc(C(=O)O)ccc1F, CN(C)C(On1nnc2ccccc21)=[N+](C)C. Yields the product Cc1cc(C(=O)N(C)C(CN2CCCC2)C(C)OC(C)(C)C)ccc1F. As a reaction SMILES: [B-:12]([F:13])([F:14])([F:15])[F:16].[C:43]([CH3:44])([CH3:45])([CH3:46])[O:47][CH:48]([CH:49]([CH2:50][N:51]1[CH2:52][CH2:53][CH2:54][CH2:55]1)[NH:56][CH3:57])[CH3:58].[CH:34]([N:35]([CH2:36][CH3:37])[CH:38]([CH3:39])[CH3:40])([CH3:41])[CH3:42].[Cl:59][CH2:60][Cl:61].[F:1][c:2]1[c:3]([CH3:11])[cH:4][c:5]([C:6](=[O:7])[OH:8])[cH:9][cH:10]1.[n:17]1([O:18][C:19]([N:20]([CH3:21])[CH3:22])=[N+:23]([CH3:24])[CH3:25])[c:26]2[cH:27][cH:28][cH:29][cH:30][c:31]2[n:32][n:33]1>>[F:1][c:2]1[c:3]([CH3:11])[cH:4][c:5]([C:6](=[O:8])[N:56]([CH:49]([CH:48]([O:47][C:43]([CH3:44])([CH3:45])[CH3:46])[CH3:58])[CH2:50][N:51]2[CH2:52][CH2:53][CH2:54][CH2:55]2)[CH3:57])[cH:9][cH:10]1. The reactants are C(C)C=1C(=NC(=CN1)CC)N[C@H]1[C@H](CC2=CC=CC=C12)O ((1R,2S)-1-[(3,6-diethylpyrazin-2-yl)amino]-2,3-dihydro-1H-inden-2-ol), C(C)[C@@H]1[C@@H](C2=CC(=CC=C2C1)OC)N (cis-2-ethyl-6-methoxy-2,3-dihydro-1H-inden-1-amine). The product is C(C)C=1C(=NC(=CN1)CC)N[C@H]1[C@H](CC2=CC=C(C=C12)OC)CC (3,6-diethyl-N-[(cis)-2-ethyl-6-methoxy-2,3-dihydro-1H-inden-1-yl]pyrazin-2-amine). As a reaction SMILES: [CH2:1]([C:3]1[C:4](N[C@@H]2C3C(=CC=CC=3)C[C@@H]2O)=[N:5][C:6]([CH2:9][CH3:10])=[CH:7][N:8]=1)[CH3:2].[CH2:22]([C@H:24]1[CH2:32][C:31]2[C:26](=[CH:27][C:28]([O:33][CH3:34])=[CH:29][CH:30]=2)[C@H:25]1[NH2:35])[CH3:23]>>[CH2:1]([C:3]1[C:4]([NH:35][C@@H:25]2[C:26]3[C:31](=[CH:30][CH:29]=[C:28]([O:33][CH3:34])[CH:27]=3)[CH2:32][C@@H:24]2[CH2:22][CH3:23])=[N:5][C:6]([CH2:9][CH3:10])=[CH:7][N:8]=1)[CH3:2]. Procedure: Following the procedure for the preparation of (1R,2S)-1-[(3,6-diethylpyrazin-2-yl)amino]-2,3-dihydro-1H-inden-2-ol but substituting cis-2-ethyl-6-methoxy-2,3-dihydro-1H-inden-1-amine and making non-critical variations provided the title compound as a oil: 1H NMR (CDCl3) δ 0.93, 1.27-1.34, 2.58, 2.68, 3.00, 3.79, 4.44, 5.83, 6.80, 6.92, 7.17, 7.68; HRMS (EI) calcd for C20H27N3O 325.2154, found 325.2157.